This data is from the Open Reaction Database (ORD), a public repository of structured organic reaction records. The task is: describe an organic reaction: reactants, conditions, products, and yield Reactants: C(C)(C)(C)OC([C@H]1N(CCC1)C([C@@H](NC(C)=O)C(C)(C)SC(C)=O)=O)=O (N -acetyl-3-acetylthiovalyl-L-proline t-butyl ester), C(C)(C)(C)OC([C@H]1N(CCC1)C(C(NC(C)=O)CSC(C)=O)=O)=O (N,S-diacetyl-D,L-cysteinyl-L-proline t-butyl ester). Yields the product C(C)(=O)N[C@@H](C(C)(C)S)C(=O)N1[C@H](C(=O)O)CCC1 (N -acetyl-3-mercaptovalyl-L-proline). RXN SMILES: C([O:5][C:6](=[O:26])[C@@H:7]1[CH2:11][CH2:10][CH2:9][N:8]1[C:12](=[O:25])[C@H:13]([C:18]([S:21]C(=O)C)([CH3:20])[CH3:19])[NH:14][C:15](=[O:17])[CH3:16])(C)(C)C.C(OC(=O)[C@@H]1CCCN1C(=O)C(CSC(=O)C)NC(=O)C)(C)(C)C>>[C:15]([NH:14][C@H:13]([C:12]([N:8]1[CH2:9][CH2:10][CH2:11][C@H:7]1[C:6]([OH:26])=[O:5])=[O:25])[C:18]([SH:21])([CH3:20])[CH3:19])(=[O:17])[CH3:16]. Procedure: By substituting the product of Example 56 for the N,S-diacetyl-D,L-cysteinyl-L-proline t-butyl ester in the procedure of Examples 54 and 55, the named product is obtained. Starting materials: CCOC(=O)CC(=O)OCC, CCCCCC(COS(C)(=O)=O)c1cccc2c1OCO2, CN(C)C=O, CCOC(C)=O, [H-], [I-], [Na+], [Na+], O. Product: CCCCCC(CC(C(=O)OCC)C(=O)OCC)c1cccc2c1OCO2. RXN SMILES: [C:3]([CH2:4][C:5](=[O:6])[O:7][CH2:8][CH3:9])(=[O:10])[O:11][CH2:12][CH3:13].[CH3:14][S:15]([O:16][CH2:19][CH:20]([CH2:21][CH2:22][CH2:23][CH2:24][CH3:25])[c:26]1[c:27]2[c:28]([cH:29][cH:30][cH:31]1)[O:32][CH2:33][O:34]2)(=[O:17])=[O:18].[CH3:37][N:38]([CH3:39])[CH:40]=[O:41].[CH3:42][CH2:43][O:44][C:45](=[O:46])[CH3:47].[H-:1].[I-:36].[Na+:2].[Na+:35].[OH2:48]>>[C:3]([CH:4]([C:5](=[O:6])[O:7][CH2:8][CH3:9])[CH2:19][CH:20]([CH2:21][CH2:22][CH2:23][CH2:24][CH3:25])[c:26]1[c:27]2[c:28]([cH:29][cH:30][cH:31]1)[O:32][CH2:33][O:34]2)(=[O:10])[O:11][CH2:12][CH3:13].